The task is: describe an organic reaction: reactants, conditions, products, and yield. This data is from the Open Reaction Database (ORD), a public repository of structured organic reaction records. Yields the product CC1=CC=C(C(=O)OCN2NCC(NC2=O)=O)C=C1 (2-(4-methylbenzoyloxymethyl)-3,5-dioxo-hexahydro-1,2,4-triazine). Reactants: CC1=CC=C(C(=O)OCN2N=CC(NC2=O)=O)C=C1 (2-(4-Methylbenzoyloxymethyl)-3,5-dioxo-2,3,4,5-tetrahydro-1,2,4-triazine), [H][H] (hydrogen). Procedure: 2-(4-Methylbenzoyloxymethyl)-3,5-dioxo-2,3,4,5-tetrahydro-1,2,4-triazine (2.1 g) is dissolved in ethanol (100 ml), and the mixture is added with platinum oxide (400 mg) and stirred at room temperature for 3 hours in an atmosphere of hydrogen. After the completion of the reaction, the catalyst is filtered off, and the filtrate is concentrated in vacuo to give a pale yellow liquid. The liquid is purified by chromatography over silica gel using a mixture of chloroform/methanol as an eluent to give ... Reagents/catalysts: [Pt]=O (platinum oxide). Run in C(C)O (ethanol). As a reaction SMILES: [CH3:1][C:2]1[CH:19]=[CH:18][C:5]([C:6]([O:8][CH2:9][N:10]2[C:15](=[O:16])[NH:14][C:13](=[O:17])[CH:12]=[N:11]2)=[O:7])=[CH:4][CH:3]=1.[H][H]>C(O)C.[Pt]=O>[CH3:1][C:2]1[CH:3]=[CH:4][C:5]([C:6]([O:8][CH2:9][N:10]2[C:15](=[O:16])[NH:14][C:13](=[O:17])[CH2:12][NH:11]2)=[O:7])=[CH:18][CH:19]=1. The reactants are BrC=1C=CC(=C(N)C1)[N+](=O)[O-] (5-bromo-2-nitroaniline), [OH-].[K+] (potassium hydroxide), O (water), C(=S)=S (carbon disulfide). The solvent is C(C)O (ethanol), C(C)(=O)O (acetic acid), CO (methanol). The product is BrC=1C=CC2=C(NC(=N2)S)C1 (6-Bromo-1H-benzo[d]imidazole-2-thiol). RXN SMILES: [Br:1][C:2]1[CH:3]=[CH:4][C:5]([N+:9]([O-])=O)=[C:6]([CH:8]=1)[NH2:7].[C:12](=S)=[S:13].[OH-].[K+].O>CO.C(O)C.C(O)(=O)C>[Br:1][C:2]1[CH:3]=[CH:4][C:5]2[N:9]=[C:12]([SH:13])[NH:7][C:6]=2[CH:8]=1 |f:2.3|. Procedure details: 6.7 g of 4-bromo-1,2-benzenediamine obtained by reducing 5-bromo-2-nitroaniline was dissolved in 50 mL methanol, then 4.4 mL carbon disulfide was added thereto, a solution of 1.3 g potassium hydroxide in 40 mL ethanol was added little by little thereto, and the mixture was heated for 3.5 hours under reflux. The reaction mixture was made weakly acidic by adding iced water and acetic acid, and the precipitated crystals were filtered and washed with water to give 7.1 g of the title compound as colo... Reactants: FC=1C=C2C(=CN(C2=CC1)[C@H]([C@@H](CO)O)C1=CC=CC=C1)C ((2S,3S)-3-(5-fluoro-3-methyl-1H-indol-1-yl)-3-phenylpropane-1,2-diol), C1(=CC=C(C=C1)S(=O)(=O)Cl)C (p-toluenesulfonyl chloride), aqueous solution, Cl (hydrochloric acid). Solvent: N1=CC=CC=C1 (pyridine). Product: FC=1C=C2C(=CN(C2=CC1)[C@H]([C@@H](COS(=O)(=O)C1=CC=C(C=C1)C)O)C1=CC=CC=C1)C ((2S,3S)-toluene-4-sulfonic acid 3-(5-fluoro-3-methyl-indol-1-yl)-2-hydroxy-3-phenyl-propyl ester). RXN SMILES: [F:1][C:2]1[CH:3]=[C:4]2[C:8](=[CH:9][CH:10]=1)[N:7]([C@@H:11]([C:16]1[CH:21]=[CH:20][CH:19]=[CH:18][CH:17]=1)[C@H:12]([OH:15])[CH2:13][OH:14])[CH:6]=[C:5]2[CH3:22].[C:23]1([CH3:33])[CH:28]=[CH:27][C:26]([S:29](Cl)(=[O:31])=[O:30])=[CH:25][CH:24]=1.Cl>N1C=CC=CC=1>[F:1][C:2]1[CH:3]=[C:4]2[C:8](=[CH:9][CH:10]=1)[N:7]([C@@H:11]([C:16]1[CH:21]=[CH:20][CH:19]=[CH:18][CH:17]=1)[C@H:12]([OH:15])[CH2:13][O:14][S:29]([C:26]1[CH:27]=[CH:28][C:23]([CH3:33])=[CH:24][CH:25]=1)(=[O:31])=[O:30])[CH:6]=[C:5]2[CH3:22]. Reported procedure: A solution of (2S,3S)-3-(5-fluoro-3-methyl-1H-indol-1-yl)-3-phenylpropane-1,2-diol (1.03 g, 3.4 mmol) and p-toluenesulfonyl chloride (0.78 g, 4.1 mmol) in anhydrous pyridine (11 ml) was stirred at room temperature under nitrogen for 12 hours. The reaction was poured into a 1N aqueous solution of hydrochloric acid (50 mL) and extracted with ethyl acetate (50 mL). The organics were dried over anhydrous sodium sulfate, filtered, and concentrated to give (2S,3S)-toluene-4-sulfonic acid 3-(5-fluoro-3... Starting materials: COC1=C(C(=C(C(=C1)C)OC)C=C(C)[N+](=O)[O-])C (1,4-dimethoxy-2,5-dimethyl-3-(2-nitro-1-propenyl)benzene), [H-].[Al+3].[Li+].[H-].[H-].[H-] (lithium aluminum hydride), resultant mixture, O (water). The solvent is O1CCCC1 (tetrahydrofuran), C(C)(=O)OCC (ethyl acetate). The product is COC1=C(C(=C(C=C1C)OC)C)CC(C)N (1-(2,5-Dimethoxy-3,6-dimethylphenyl)-2-propanamine). The yield is 94.5%. Reaction SMILES: [CH3:1][O:2][C:3]1[CH:8]=[C:7]([CH3:9])[C:6]([O:10][CH3:11])=[C:5]([CH:12]=[C:13]([N+:15]([O-])=O)[CH3:14])[C:4]=1[CH3:18].[H-].[Al+3].[Li+].[H-].[H-].[H-].O>O1CCCC1.C(OCC)(=O)C>[CH3:11][O:10][C:6]1[C:7]([CH3:9])=[CH:8][C:3]([O:2][CH3:1])=[C:4]([CH3:18])[C:5]=1[CH2:12][CH:13]([NH2:15])[CH3:14] |f:1.2.3.4.5.6|. Reported procedure: To a solution of 1,4-dimethoxy-2,5-dimethyl-3-(2-nitro-1-propenyl)benzene (5.0 g, 19.9 mmol) in tetrahydrofuran (100 ml) was added lithium aluminum hydride (4.0 g, 105.4 mmol) with cooling on ice, and the reaction mixture was heated under reflux for 6 hours. To the reaction mixture was added HIFLO-SUPERCEL (trade name) (5 g), and then water was added dropwise (1.5 ml) with cooling on ice. The resultant mixture was suspended in ethyl acetate, filtered and concentrated under reduced pressure to ob... Reactants: CS(=O)C (DMSO), C(C)(=O)OC(C)=O (Acetic anhydride), C(CC(=O)O)(=O)O (malonic acid), CNC(=O)N (methylurea). Run in C(C)(=O)O (acetic acid). Conditions: temperature 95 celsius. Yields the product CN1C(NC(CC1=O)=O)=O (1-Methylpyrimidine-2,4,6(1H,3H,5H)-trione). RXN SMILES: C(OC(=O)C)(=O)C.[C:8]([OH:14])(=O)[CH2:9][C:10]([OH:12])=O.[CH3:15][NH:16][C:17]([NH2:19])=[O:18].CS(C)=O>C(O)(=O)C>[CH3:15][N:16]1[C:8](=[O:14])[CH2:9][C:10](=[O:12])[NH:19][C:17]1=[O:18]. Procedure: Acetic anhydride (34 ml) was added to a solution of malonic acid (20 g) and methylurea (12.5 g) in acetic acid (46 ml). The mixture was heated to 95° C. for 3 hours then cooled to room temperature. The resulting solution was concentrated under reduced pressure and the residue as 20 mM stock solutions in dimethyl sulphoxide (DMSO, Sigma #D-5879) and serial dilutions were prepared from these solutions using DMSO, 2 μL of which were added to the wells. Activity at room temperature was measured by m...